This data is from the Open Reaction Database (ORD), a public repository of structured organic reaction records. The task is: describe an organic reaction: reactants, conditions, products, and yield Reactants: BrC1=NC=CC=C1O (2-bromo-3-pyridinol), C([O-])([O-])=O.[K+].[K+] (potassium carbonate), BrC[C@H](CO)C ((S)-3-bromo-2-methyl-1-propanol). Solvent: CC(=O)CC (methylethylketone). Conditions: temperature 100 celsius. Yields the product BrC1=NC=CC=C1OC[C@H](CO)C ((S)-3-(2-bromopyridine-3-yloxy)-2-methyl-1-propanol). Isolated yield 80.0%. As a reaction SMILES: [Br:1][C:2]1[C:7]([OH:8])=[CH:6][CH:5]=[CH:4][N:3]=1.C(=O)([O-])[O-].[K+].[K+].Br[CH2:16][C@@H:17]([CH3:20])[CH2:18][OH:19]>CC(CC)=O>[Br:1][C:2]1[C:7]([O:8][CH2:16][C@@H:17]([CH3:20])[CH2:18][OH:19])=[CH:6][CH:5]=[CH:4][N:3]=1 |f:1.2.3|. Reported procedure: 2-bromo-3-pyridinol (230 mg) and potassium carbonate (216 mg) was dissolved in methylethylketone (10 ml) and reacted for 30 minutes. Then, (S)-3-bromo-2-methyl-1-propanol (0.21 ml) was added to the solution and refluxed for 3 hours at 100° C. Potassium carbonate was filtered out and separated by flash chromatography under a silica gel phase (ethyl acetate:normal hexane=1:1). As a result, (S)-3-(2-bromopyridine-3-yloxy)-2-methyl-1-propanol (260 mg, yield: 80%) was obtained. Procedure details: Preparation according to Example 3 using [(2R)-7-(methylsulfonyl)-2,3-dihydro-1,4-benzodioxin-2-yl]methyl 4-methylbenzenesulfonate (0.4 g, 1 mmol), piperidine (1 ml) and ACN (3 ml). Yield: 0.3 g, 94%. The amine was converted to the hydrochloric acid salt and crystallized from MeOH/Et2O. M.p. 227° C. MS m/z (rel. intensity, 70 eV) 311 (M+, 1), 310 (M+, 1), 99 (7), 98 (bp), 79 (2), 55 (4). [α]=−65° (MeOH). The reactants are CC1=CC=C(C=C1)S(=O)(=O)OC[C@H]1COC2=C(O1)C=C(C=C2)S(=O)(=O)C ([(2R)-7-(methylsulfonyl)-2,3-dihydro-1,4-benzodioxin-2-yl]methyl 4-methylbenzenesulfonate), Cl (hydrochloric acid), N1CCCCC1 (piperidine), amine. The product is CS(=O)(=O)C=1C=CC2=C(O[C@H](CO2)CN2CCCCC2)C1 (1-{[(2S)-7-(METHYLSULFONYL)-2,3-DIHYDRO-1,4-BENZODIOXIN-2-YL]METHYL}PIPERIDINE). As a reaction SMILES: CC1C=CC(S(O[CH2:12][C@@H:13]2[O:18][C:17]3[CH:19]=[C:20]([S:23]([CH3:26])(=[O:25])=[O:24])[CH:21]=[CH:22][C:16]=3[O:15][CH2:14]2)(=O)=O)=CC=1.[NH:27]1[CH2:32][CH2:31][CH2:30][CH2:29][CH2:28]1.Cl>C(#N)C>[CH3:26][S:23]([C:20]1[CH:21]=[CH:22][C:16]2[O:15][CH2:14][C@H:13]([CH2:12][N:27]3[CH2:32][CH2:31][CH2:30][CH2:29][CH2:28]3)[O:18][C:17]=2[CH:19]=1)(=[O:24])=[O:25]. Run in C(C)#N (ACN). The reactants are CC(C)(C)c1ccc(S(=O)(=O)N(CC(=O)O)c2ccc3ncccc3c2)cc1, OCCCNCc1ccccn1. The product is CC(C)(C)c1ccc(S(=O)(=O)N(CC(=O)N(CCCO)Cc2ccccn2)c2ccc3ncccc3c2)cc1. RXN SMILES: [C:1]([CH3:2])([CH3:3])([CH3:4])[c:5]1[cH:6][cH:7][c:8]([S:11](=[O:12])(=[O:13])[N:14]([c:15]2[cH:16][c:17]3[cH:18][cH:19][cH:20][n:21][c:22]3[cH:23][cH:24]2)[CH2:25][C:26](=[O:27])[OH:28])[cH:9][cH:10]1.[n:29]1[c:30]([CH2:35][NH:36][CH2:37][CH2:38][CH2:39][OH:40])[cH:31][cH:32][cH:33][cH:34]1>>[C:1]([CH3:2])([CH3:3])([CH3:4])[c:5]1[cH:6][cH:7][c:8]([S:11](=[O:12])(=[O:13])[N:14]([c:15]2[cH:16][c:17]3[cH:18][cH:19][cH:20][n:21][c:22]3[cH:23][cH:24]2)[CH2:25][C:26](=[O:27])[N:36]([CH2:35][c:30]2[n:29][cH:34][cH:33][cH:32][cH:31]2)[CH2:37][CH2:38][CH2:39][OH:40])[cH:9][cH:10]1. Starting materials: C, CCOC(C)=O, COC(=O)COc1nc(Oc2cc(-n3c(=O)cc(C(F)(F)F)n(C)c3=O)c(F)cc2Cl)ccc1[N+](=O)[O-], [Pd]. The product is COC(=O)COc1nc(Oc2cc(-n3c(=O)cc(C(F)(F)F)n(C)c3=O)c(F)cc2Cl)ccc1N. RXN SMILES: [C:38].[CH3:40][CH2:41][O:42][C:43](=[O:44])[CH3:45].[Cl:1][c:2]1[c:3]([O:4][c:5]2[cH:6][cH:7][c:8]([N+:17]([O-:18])=[O:19])[c:9]([O:11][CH2:12][C:13](=[O:14])[O:15][CH3:16])[n:10]2)[cH:20][c:21](-[n:25]2[c:26](=[O:37])[n:27]([CH3:36])[c:28]([C:32]([F:33])([F:34])[F:35])[cH:29][c:30]2=[O:31])[c:22]([F:24])[cH:23]1.[Pd:39]>>[Cl:1][c:2]1[c:3]([O:4][c:5]2[cH:6][cH:7][c:8]([NH2:17])[c:9]([O:11][CH2:12][C:13](=[O:14])[O:15][CH3:16])[n:10]2)[cH:20][c:21](-[n:25]2[c:26](=[O:37])[n:27]([CH3:36])[c:28]([C:32]([F:33])([F:34])[F:35])[cH:29][c:30]2=[O:31])[c:22]([F:24])[cH:23]1. Yields the product COc1cccc(C)c1C(=O)Nc1cc(C)ccc1C#N. The reactants are COc1cccc(C)c1C(=O)Cl, Cc1ccc(C#N)c(N)c1, O, c1ccncc1. Reaction SMILES: [CH3:11][O:12][c:13]1[c:14]([C:15](=[O:16])[Cl:17])[c:18]([CH3:22])[cH:19][cH:20][cH:21]1.[NH2:1][c:2]1[c:3]([C:4]#[N:5])[cH:6][cH:7][c:8]([CH3:10])[cH:9]1.[OH2:23].[cH:24]1[cH:25][cH:26][n:27][cH:28][cH:29]1>>[NH:1]([c:2]1[c:3]([C:4]#[N:5])[cH:6][cH:7][c:8]([CH3:10])[cH:9]1)[C:15]([c:14]1[c:13]([O:12][CH3:11])[cH:21][cH:20][cH:19][c:18]1[CH3:22])=[O:16]. Reactants: C=CCOC(=O)NCC(CNC(=O)OCC=C)C(=O)CC1C(C(C)O[Si](C)(C)C(C)(C)C)C(=O)N1C(=O)C(=O)OCC=C, CCOC(C)=O, Cc1ccccc1, Oc1ccc(O)cc1, CCOP(OCC)OCC. Product: C=CCOC(=O)NCC(CNC(=O)OCC=C)C1=C(C(=O)OCC=C)N2C(=O)C(C(C)O[Si](C)(C)C(C)(C)C)C2C1. As a reaction SMILES: [CH2:1]([CH:2]=[CH2:3])[O:4][C:5](=[O:6])[NH:7][CH2:8][CH:9]([C:10]([CH2:11][CH:12]1[CH:13]([CH:25]([CH3:26])[O:27][Si:28]([CH3:29])([CH3:30])[C:31]([CH3:32])([CH3:33])[CH3:34])[C:14](=[O:24])[N:15]1[C:16]([C:17](=[O:18])[O:19][CH2:20][CH:21]=[CH2:22])=[O:35])=[O:23])[CH2:36][NH:37][C:38](=[O:39])[O:40][CH2:41][CH:42]=[CH2:43].[CH3:62][CH2:63][O:64][C:65](=[O:66])[CH3:67].[CH3:68][c:69]1[cH:70][cH:71][cH:72][cH:73][cH:74]1.[OH:54][c:55]1[cH:56][cH:57][c:58]([OH:59])[cH:60][cH:61]1.[P:44]([O:45][CH2:46][CH3:47])([O:48][CH2:49][CH3:50])[O:51][CH2:52][CH3:53]>>[CH2:1]([CH:2]=[CH2:3])[O:4][C:5](=[O:6])[NH:7][CH2:8][CH:9]([C:10]1=[C:16]([C:17](=[O:18])[O:19][CH2:20][CH:21]=[CH2:22])[N:15]2[CH:12]([CH2:11]1)[CH:13]([CH:25]([CH3:26])[O:27][Si:28]([CH3:29])([CH3:30])[C:31]([CH3:32])([CH3:33])[CH3:34])[C:14]2=[O:24])[CH2:36][NH:37][C:38](=[O:39])[O:40][CH2:41][CH:42]=[CH2:43]. Procedure details: The mixture of rac-6-chloro-3-(3-chloro-benzyl)-3-piperazin-1-yl-1,3-dihydro-indol-2-one (100 mg, 0.266 mmol), benzoyl chloride (37 mg, 0.266 mmol) and DIPEA (34 mg, 0.266 mmol) in acetonitrile (3 mL) was stirred at room temperature for overnight. Then the mixture was concentrated and the residue was purified with preparative HPLC to give 29 mg of rac-3-(4-benzoyl-piperazin-1-yl)-6-chloro-3-(3-chloro-benzyl)-1,3-dihydro-indol-2-one as a light orange solid. MS m/z 480 (M+H)+. RXN SMILES: [Cl:1][C:2]1[CH:10]=[C:9]2[C:5]([C:6]([CH2:18][C:19]3[CH:24]=[CH:23][CH:22]=[C:21]([Cl:25])[CH:20]=3)([N:12]3[CH2:17][CH2:16][NH:15][CH2:14][CH2:13]3)[C:7](=[O:11])[NH:8]2)=[CH:4][CH:3]=1.[C:26](Cl)(=[O:33])[C:27]1[CH:32]=[CH:31][CH:30]=[CH:29][CH:28]=1.CCN(C(C)C)C(C)C>C(#N)C>[C:26]([N:15]1[CH2:16][CH2:17][N:12]([C:6]2([CH2:18][C:19]3[CH:24]=[CH:23][CH:22]=[C:21]([Cl:25])[CH:20]=3)[C:5]3[C:9](=[CH:10][C:2]([Cl:1])=[CH:3][CH:4]=3)[NH:8][C:7]2=[O:11])[CH2:13][CH2:14]1)(=[O:33])[C:27]1[CH:32]=[CH:31][CH:30]=[CH:29][CH:28]=1. Reactants: ClC1=CC=C2C(C(NC2=C1)=O)(N1CCNCC1)CC1=CC(=CC=C1)Cl (rac-6-chloro-3-(3-chloro-benzyl)-3-piperazin-1-yl-1,3-dihydro-indol-2-one), C(C1=CC=CC=C1)(=O)Cl (benzoyl chloride), CCN(C(C)C)C(C)C (DIPEA). Conditions: time 8 hour. Solvent: C(C)#N (acetonitrile). Product: C(C1=CC=CC=C1)(=O)N1CCN(CC1)C1(C(NC2=CC(=CC=C12)Cl)=O)CC1=CC(=CC=C1)Cl (rac-3-(4-benzoyl-piperazin-1-yl)-6-chloro-3-(3-chloro-benzyl)-1,3-dihydro-indol-2-one). Yield: 22.7%. Reactants: ClC1=NC=C(C=C1)C(=O)NC=1SC(=C(N1)C=1OC=CC1)C(=O)C1CCOCC1 (2-Chloro-N-[4-(2-furyl)-5-(tetrahydropyran-4-ylcarbonyl)thiazol-2-yl]pyridine-5-carboxamide), N1CCOCC1 (morpholine). The solvent is O1CCOCC1 (1,4-dioxane). Reaction conditions: temperature 100 celsius, time 8 hour. Product: O1C(=CC=C1)C=1N=C(SC1C(=O)C1CCOCC1)NC(=O)C=1C=CC(=NC1)N1CCOCC1 (N-[4-(2-Furyl)-5-(tetrahydropyran-4-ylcarbonyl)thiazol-2-yl]-2-morpholinopyridine-5-carboxamide). Isolated yield 40585.8%. RXN SMILES: Cl[C:2]1[CH:7]=[CH:6][C:5]([C:8]([NH:10][C:11]2[S:12][C:13]([C:21]([CH:23]3[CH2:28][CH2:27][O:26][CH2:25][CH2:24]3)=[O:22])=[C:14]([C:16]3[O:17][CH:18]=[CH:19][CH:20]=3)[N:15]=2)=[O:9])=[CH:4][N:3]=1.[NH:29]1[CH2:34][CH2:33][O:32][CH2:31][CH2:30]1>O1CCOCC1>[O:17]1[CH:18]=[CH:19][CH:20]=[C:16]1[C:14]1[N:15]=[C:11]([NH:10][C:8]([C:5]2[CH:6]=[CH:7][C:2]([N:29]3[CH2:34][CH2:33][O:32][CH2:31][CH2:30]3)=[N:3][CH:4]=2)=[O:9])[S:12][C:13]=1[C:21]([CH:23]1[CH2:28][CH2:27][O:26][CH2:25][CH2:24]1)=[O:22]. Procedure details: Compound 502 (100 mg, 0.239 mmol) was suspended in 1,4-dioxane (1 mL), and morpholine (0.063 mL, 0.72 mmol) was added thereto, followed by stirring overnight at 100° C. The reaction mixture was concentrated under reduced pressure, and the resulting residue was reslurried with ethanol to afford the entitled Compound 503 (109 mg, 97 mmol) as a pale brown solid.